The task is: describe an organic reaction: reactants, conditions, products, and yield. This data is from the Open Reaction Database (ORD), a public repository of structured organic reaction records. The reagents and catalysts are C=1C=CC(=CC1)[P](C=2C=CC=CC2)(C=3C=CC=CC3)[Pd]([P](C=4C=CC=CC4)(C=5C=CC=CC5)C=6C=CC=CC6)([P](C=7C=CC=CC7)(C=8C=CC=CC8)C=9C=CC=CC9)[P](C=1C=CC=CC1)(C=1C=CC=CC1)C=1C=CC=CC1 (Pd(PPh3)4). Reaction conditions: temperature 80 celsius. Reported procedure: A solution of 3,4-dimethoxyphenylboronic acid (41 mg, 0.23 mmol) in EtOH (1.65 ml) was added to a solution of 3-iodo-1-isopropyl-1H-pyrazolo[3,4-d]pyrimidin-4-amine (30 mg, 0.09 mmol) in DME (6 ml). Pd(PPh3)4 (30 mg, 0.03 mmol) and saturated Na2CO3 (0.95 ml) were added and the reaction was heated to 80° C. under an argon atmosphere overnight. After cooling, the reaction was extracted with saturated NaCl and CH2Cl2. Organic phases were combined, concentrated in vacuo and purified by RP-HPLC (MeCN... The solvent is COCCOC (DME). Yield: 28.0%. RXN SMILES: [CH3:1][O:2][C:3]1[CH:4]=[C:5](B(O)O)[CH:6]=[CH:7][C:8]=1[O:9][CH3:10].I[C:15]1[C:23]2[C:18](=[N:19][CH:20]=[N:21][C:22]=2[NH2:24])[N:17]([CH:25]([CH3:27])[CH3:26])[N:16]=1.C([O-])([O-])=O.[Na+].[Na+].[CH3:34][CH2:35]O>COCCOC.C1C=CC([P]([Pd]([P](C2C=CC=CC=2)(C2C=CC=CC=2)C2C=CC=CC=2)([P](C2C=CC=CC=2)(C2C=CC=CC=2)C2C=CC=CC=2)[P](C2C=CC=CC=2)(C2C=CC=CC=2)C2C=CC=CC=2)(C2C=CC=CC=2)C2C=CC=CC=2)=CC=1>[CH:25]1([N:17]2[C:18]3=[N:19][CH:20]=[N:21][C:22]([NH2:24])=[C:23]3[C:15]([C:5]3[CH:6]=[CH:7][C:8]([O:9][CH3:10])=[C:3]([O:2][CH3:1])[CH:4]=3)=[N:16]2)[CH2:27][CH2:35][CH2:34][CH2:26]1 |f:2.3.4,^1:46,48,67,86|. Reactants: C(=O)([O-])[O-].[Na+].[Na+] (Na2CO3), COC=1C=C(C=CC1OC)B(O)O (3,4-dimethoxyphenylboronic acid), IC1=NN(C2=NC=NC(=C21)N)C(C)C (3-iodo-1-isopropyl-1H-pyrazolo[3,4-d]pyrimidin-4-amine), CCO (EtOH). Product: C1(CCCC1)N1N=C(C=2C1=NC=NC2N)C2=CC(=C(C=C2)OC)OC (1-cyclopentyl-3-(3,4-dimethoxyphenyl)-1H-pyrazolo[3,4-d]pyrimidin-4-amine). Starting materials: C(CC(O)(C(=O)O)CC(=O)O)(=O)O (citric acid), Cl[Si](C)(C)C(C)(C)C (Chloro(1,1-dimethylethyl)dimethylsilane), OC1CCC(CC1)C(=O)OCC (ethyl 4-hydroxycyclohexanecarboxylate), N1C=NC=C1 (imidazole). The solvent is CN(C=O)C (dimethylformamide). Reaction conditions: temperature 40 celsius. Product: CC(C)(C)[Si](O[C@@H]1CC[C@H](CC1)C(=O)OCC)(C)C (trans-Ethyl 4-{[(1,1-dimethylethyl)(dimethyl)silyl]oxy}cyclohexanecarboxylate). The yield is 101.8%. Reaction SMILES: Cl[Si:2]([C:5]([CH3:8])([CH3:7])[CH3:6])([CH3:4])[CH3:3].[OH:9][CH:10]1[CH2:15][CH2:14][CH:13]([C:16]([O:18][CH2:19][CH3:20])=[O:17])[CH2:12][CH2:11]1.N1C=CN=C1.C(O)(=O)CC(CC(O)=O)(C(O)=O)O>CN(C)C=O>[CH3:6][C:5]([Si:2]([CH3:4])([CH3:3])[O:9][C@H:10]1[CH2:11][CH2:12][C@H:13]([C:16]([O:18][CH2:19][CH3:20])=[O:17])[CH2:14][CH2:15]1)([CH3:8])[CH3:7]. Reported procedure: Chloro(1,1-dimethylethyl)dimethylsilane (115 g; 0.76 mol) was added in portions over 1 hour to a solution of commercially available ethyl 4-hydroxycyclohexanecarboxylate (118 g; 0.68 mol), imidazole (103 g; 1.52 mol) and dimethylformamide (400 mL) stirred under an atmosphere of argon. A small exotherm was observed resulting in the reaction mixture temperature increasing to ˜40° C. The mixture was stirred at room temperature overnight then poured into 10% citric acid solution (2 L) and extracted ... The reactants are [Si](C)(C)(C(C)(C)C)O[C@H]1[C@@H](CN(C[C@@H]1C)C1=C2C(=NC=C1NC(=O)C1=NC(=C(C=C1)F)C1=C(C=C(C=C1F)C(C)(C)O)F)OCC2)NC(OC(C)(C)C)=O (tert-butyl ((3R,4R,5S)-4-{[tert-butyl(dimethyl)silyl]oxy}-1-{5-[({6-[2,6-difluoro-4-(1-hydroxy-1-methylethyl)phenyl]-5-fluoropyridin-2-yl}carbonyl)amino]-2,3-dihydrofuro[2,3-b]pyridin-4-yl}-5-methylpiperidin-3-yl)carbamate), Cl (HCl), O1CCOCC1 (dioxane). Product: N[C@@H]1CN(C[C@@H]([C@H]1O)C)C1=C2C(=NC=C1NC(=O)C1=NC(=C(C=C1)F)C1=C(C=C(C=C1F)C(C)(C)O)F)OCC2 (N-{4-[(3R,4R,5S)-3-Amino-4-hydroxy-5-methylpiperidin-1-yl]-2,3-dihydrofuro[2,3-b]pyridin-5-yl}-6-[2,6-difluoro-4-(1-hydroxy-1-methylethyl)phenyl]-5-fluoropyridine-2-carboxamide). Reaction SMILES: [Si]([O:8][C@@H:9]1[C@@H:14]([CH3:15])[CH2:13][N:12]([C:16]2[C:21]([NH:22][C:23]([C:25]3[CH:30]=[CH:29][C:28]([F:31])=[C:27]([C:32]4[C:37]([F:38])=[CH:36][C:35]([C:39]([OH:42])([CH3:41])[CH3:40])=[CH:34][C:33]=4[F:43])[N:26]=3)=[O:24])=[CH:20][N:19]=[C:18]3[O:44][CH2:45][CH2:46][C:17]=23)[CH2:11][C@H:10]1[NH:47]C(=O)OC(C)(C)C)(C(C)(C)C)(C)C.Cl.O1CCOCC1>>[NH2:47][C@H:10]1[C@H:9]([OH:8])[C@@H:14]([CH3:15])[CH2:13][N:12]([C:16]2[C:21]([NH:22][C:23]([C:25]3[CH:30]=[CH:29][C:28]([F:31])=[C:27]([C:32]4[C:33]([F:43])=[CH:34][C:35]([C:39]([OH:42])([CH3:40])[CH3:41])=[CH:36][C:37]=4[F:38])[N:26]=3)=[O:24])=[CH:20][N:19]=[C:18]3[O:44][CH2:45][CH2:46][C:17]=23)[CH2:11]1. Procedure: The amide intermediate prepared as described above was treated with 4.0 M HCl in dioxane (8 mL, 30 mmol) at room temperature overnight. The reaction mixture was concentrated under reduced pressure. The resulting residue was purified by preparative LCMS (Waters SunFire™ C18 column, 19 mm×100 mm, 5 μm particle size, eluting with a gradient of MeCN/water containing 0.1% NH4OH, at flow rate of 30 mL/min.) to give the title compound as a white powder. LCMS calc. for C28H31F3N5O4 (M+H)+ m/z=558.2. fou... Reactants: C(C1=CC=CC=C1)OC=1C(=NC(=CC1)C)C=CC1=CC=CC=C1 (3-benzyloxy-6-methyl-2-styrylpyridine). The reagents and catalysts are [C].[Pd] (palladium carbon). The solvent is CO (methanol). Yields the product OC=1C(=NC(=CC1)C)CCC1=CC=CC=C1 (3-Hydroxy-6-methyl-2-(2-Phenylethyl)pyridine). Isolated yield 81.8%. As a reaction SMILES: C([O:8][C:9]1[C:10]([CH:16]=[CH:17][C:18]2[CH:23]=[CH:22][CH:21]=[CH:20][CH:19]=2)=[N:11][C:12]([CH3:15])=[CH:13][CH:14]=1)C1C=CC=CC=1>CO.[C].[Pd]>[OH:8][C:9]1[C:10]([CH2:16][CH2:17][C:18]2[CH:19]=[CH:20][CH:21]=[CH:22][CH:23]=2)=[N:11][C:12]([CH3:15])=[CH:13][CH:14]=1 |f:2.3|. Reported procedure: 1.2 g of 3-benzyloxy-6-methyl-2-styrylpyridine was dissolved in 20 ml of methanol. 684 mg of 10% palladium carbon was added thereto, and the mixture was to hydrogenated. The atmosphere in the reaction system was replaced by nitrogen and the catalyst was filtered off. The filtrate was evaporated, to give 695 mg of the target compound. Reactants: CC#N, Cc1c([N+](=O)[O-])cc(C(N)=O)c(N)c1[N+](=O)[O-], O, O=P(Cl)(Cl)Cl. Yields the product Cc1c([N+](=O)[O-])cc(C#N)c(N)c1[N+](=O)[O-]. Reaction SMILES: [CH3:24][C:25]#[N:26].[NH2:1][c:2]1[c:3]([C:4](=[O:5])[NH2:6])[cH:7][c:8]([N+:15](=[O:16])[O-:17])[c:9]([CH3:14])[c:10]1[N+:11](=[O:12])[O-:13].[OH2:23].[P:18]([Cl:19])([Cl:20])([Cl:21])=[O:22]>>[NH2:1][c:2]1[c:3]([C:4]#[N:6])[cH:7][c:8]([N+:15](=[O:16])[O-:17])[c:9]([CH3:14])[c:10]1[N+:11](=[O:12])[O-:13]. Starting materials: [Br-], C1CCOC1, [Li]CCCC, [Cu]Br, CI, [Li+], S=C=S, c1ccc(-c2cccs2)cc1. The product is CSC(=S)c1ccc(-c2ccccc2)s1. RXN SMILES: [Br-:18].[CH2:24]1[O:25][CH2:26][CH2:27][CH2:28]1.[CH3:1][CH2:2][CH2:3][CH2:4][Li:5].[Cu:29][Br:30].[I:22][CH3:23].[Li+:17].[S:19]=[C:20]=[S:21].[c:6]1(-[c:12]2[s:13][cH:14][cH:15][cH:16]2)[cH:7][cH:8][cH:9][cH:10][cH:11]1>>[c:6]1(-[c:12]2[s:13][c:14]([C:20](=[S:19])[S:21][CH3:23])[cH:15][cH:16]2)[cH:7][cH:8][cH:9][cH:10][cH:11]1. Starting materials: ditrifluoroacetic acid, NC1=C(C(=S)NCC2=CC=C(C=C2)OCC2=CC=CC=C2)C=CC=N1 (2-amino-N-(4-benzyloxy-benzyl)-thionicotinamide), C1(=CC=CC=C1)C (toluene), C(C1=CC=CC=C1)Br (benzyl bromide), resulting crude product, N#CN (cyanamide). Yield: 4.2%. RXN SMILES: [NH2:1][C:2]1[N:25]=[CH:24][CH:23]=[CH:22][C:3]=1[C:4]([NH:6][CH2:7][C:8]1[CH:13]=[CH:12][C:11]([O:14][CH2:15][C:16]2[CH:21]=[CH:20][CH:19]=[CH:18][CH:17]=2)=[CH:10][CH:9]=1)=S.C1(C)C=CC=CC=1.C(Br)C1C=CC=CC=1.[N:41]#[C:42][NH2:43]>C(#N)C.O.FC(F)(F)C(O)=O.CN1CCCC1=O>[CH2:15]([O:14][C:11]1[CH:12]=[CH:13][C:8]([CH2:7][NH:6][C:4]2[C:3]3[CH:22]=[CH:23][CH:24]=[N:25][C:2]=3[N:1]=[C:42]([NH2:43])[N:41]=2)=[CH:9][CH:10]=1)[C:16]1[CH:21]=[CH:20][CH:19]=[CH:18][CH:17]=1 |f:4.5|. Reaction conditions: temperature 120 celsius, time 2 hour. Run in C(C)#N.O (acetonitrile water), FC(C(=O)O)(F)F (trifluoroacetic acid), CN1C(CCC1)=O (N-methylpyrrolidinone). Reported procedure: To a mixture of 2-amino-N-(4-benzyloxy-benzyl)-thionicotinamide described in Example A-22 (30 mg, 0.083 mmol) and toluene (1 mL) was added benzyl bromide (0.044 mL, 0.37 mmol), and the solution was refluxed for 3 hours. After cooling, the solvent was evaporated in vacuo, and the residue was washed with diethyl ether twice. A mixture of a portion (13 mg) of the resulting crude product (33 mg), cyanamide (20 mg, 0.48 mmol) and N-methylpyrrolidinone (1 mL) was stirred for 2 hours at 120° C. After c... Product: C(C1=CC=CC=C1)OC1=CC=C(CNC=2C3=C(N=C(N2)N)N=CC=C3)C=C1 (N*4*-(4-Benzyloxy-benzyl)-pyrido[2,3-d]pyrimidine-2,4-diamine). Reactants: CC(=O)N(C)c1cccc(-c2ccc3nnc(C)n3n2)c1, CCO, [K+], [OH-]. Product: CNc1cccc(-c2ccc3nnc(C)n3n2)c1. As a reaction SMILES: [CH3:1][N:2]([C:3](=[O:4])[CH3:5])[c:6]1[cH:7][c:8](-[c:12]2[cH:13][cH:14][c:15]3[n:16]([n:17]2)[c:18]([CH3:21])[n:19][n:20]3)[cH:9][cH:10][cH:11]1.[CH3:24][CH2:25][OH:26].[K+:23].[OH-:22]>>[CH3:1][NH:2][c:6]1[cH:7][c:8](-[c:12]2[cH:13][cH:14][c:15]3[n:16]([n:17]2)[c:18]([CH3:21])[n:19][n:20]3)[cH:9][cH:10][cH:11]1.